Task: describe an organic reaction: reactants, conditions, products, and yield. Dataset: the Open Reaction Database (ORD), a public repository of structured organic reaction records Reactants: O=C(n1ccnc1)n1ccnc1, Cl, NCCN1CCCCCC1, C1CCOC1, c1ccc(N2CCNCC2)cc1. The product is O=C(NCCN1CCCCCC1)N1CCN(c2ccccc2)CC1, Cl. As a reaction SMILES: [C:1](=[O:2])([n:3]1[cH:4][cH:5][n:6][cH:7]1)[n:8]1[cH:9][cH:10][n:11][cH:12]1.[ClH:35].[NH2:13][CH2:14][CH2:15][N:16]1[CH2:17][CH2:18][CH2:19][CH2:20][CH2:21][CH2:22]1.[O:36]1[CH2:37][CH2:38][CH2:39][CH2:40]1.[c:23]1([N:29]2[CH2:30][CH2:31][NH:32][CH2:33][CH2:34]2)[cH:24][cH:25][cH:26][cH:27][cH:28]1>>[C:1](=[O:2])([NH:13][CH2:14][CH2:15][N:16]1[CH2:17][CH2:18][CH2:19][CH2:20][CH2:21][CH2:22]1)[N:32]1[CH2:31][CH2:30][N:29]([c:23]2[cH:24][cH:25][cH:26][cH:27][cH:28]2)[CH2:34][CH2:33]1.[ClH:35]. Procedure details: A solution of 17.5 g of 4-(4-chlorophenyl)-1-(4-fluorophenyl)-3-pyrazoleacetic acid chloride in 100 ml of tetrahydrofuran is cooled to 10° C. and combined with 9.8 ml of triethyl phosphite. The mixture is stirred for 3 hours at 10°-15° C., the solution is concentrated under vacuum, and the oily residue is crystallized from diisopropyl ether, thus obtaining 18.8 g (83.4%) of 2-[4-(4-chlorophenyl)-1-(4-fluorophenyl)-3-pyrazolyl]-1-hydroxyethenephosphonic acid diethyl ester, mp 96°-98° C. Yields the product C(C)OP(OCC)(=O)C(=CC1=NN(C=C1C1=CC=C(C=C1)Cl)C1=CC=C(C=C1)F)O (2-[4-(4-chlorophenyl)-1-(4-fluorophenyl)-3-pyrazolyl]-1-hydroxyethenephosphonic acid diethyl ester). Reaction conditions: time 3 hour. Solvent: O1CCCC1 (tetrahydrofuran). As a reaction SMILES: [Cl:1][C:2]1[CH:7]=[CH:6][C:5]([C:8]2[C:9]([CH2:20][C:21](Cl)=[O:22])=[N:10][N:11]([C:13]3[CH:18]=[CH:17][C:16]([F:19])=[CH:15][CH:14]=3)[CH:12]=2)=[CH:4][CH:3]=1.[P:24]([O:31]CC)([O:28][CH2:29][CH3:30])[O:25][CH2:26][CH3:27]>O1CCCC1>[CH2:26]([O:25][P:24]([C:21]([OH:22])=[CH:20][C:9]1[C:8]([C:5]2[CH:6]=[CH:7][C:2]([Cl:1])=[CH:3][CH:4]=2)=[CH:12][N:11]([C:13]2[CH:18]=[CH:17][C:16]([F:19])=[CH:15][CH:14]=2)[N:10]=1)(=[O:31])[O:28][CH2:29][CH3:30])[CH3:27]. The reactants are ClC1=CC=C(C=C1)C=1C(=NN(C1)C1=CC=C(C=C1)F)CC(=O)Cl (4-(4-chlorophenyl)-1-(4-fluorophenyl)-3-pyrazoleacetic acid chloride), P(OCC)(OCC)OCC (triethyl phosphite). Isolated yield 83.4%. Reactants: COCCOC, COc1ccc(CN2Cc3c(F)c(NC4CCCCC4NC(=O)OC(C)(C)C)nc(Cl)c3C2=O)c(OC)c1, [Na+], [Na+], O=C([O-])[O-], CC1(C)OB(c2coc3ccccc23)OC1(C)C. Yields the product COc1ccc(CN2Cc3c(F)c(NC4CCCCC4NC(=O)OC(C)(C)C)nc(-c4coc5ccccc45)c3C2=O)c(OC)c1. RXN SMILES: [CH3:63][O:64][CH2:65][CH2:66][O:67][CH3:68].[Cl:1][c:2]1[n:3][c:4]([NH:24][CH:25]2[CH:26]([NH:31][C:32]([O:33][C:34]([CH3:35])([CH3:36])[CH3:37])=[O:38])[CH2:27][CH2:28][CH2:29][CH2:30]2)[c:5]([F:23])[c:6]2[c:7]1[C:8](=[O:22])[N:9]([CH2:11][c:12]1[c:13]([O:20][CH3:21])[cH:14][c:15]([O:18][CH3:19])[cH:16][cH:17]1)[CH2:10]2.[Na+:39].[Na+:40].[O-:41][C:42](=[O:43])[O-:44].[o:45]1[cH:46][c:47]([B:54]2[O:55][C:56]([CH3:57])([CH3:58])[C:59]([CH3:60])([CH3:61])[O:62]2)[c:48]2[c:49]1[cH:50][cH:51][cH:52][cH:53]2>>[c:2]1(-[c:47]2[cH:46][o:45][c:49]3[c:48]2[cH:53][cH:52][cH:51][cH:50]3)[n:3][c:4]([NH:24][CH:25]2[CH:26]([NH:31][C:32]([O:33][C:34]([CH3:35])([CH3:36])[CH3:37])=[O:38])[CH2:27][CH2:28][CH2:29][CH2:30]2)[c:5]([F:23])[c:6]2[c:7]1[C:8](=[O:22])[N:9]([CH2:11][c:12]1[c:13]([O:20][CH3:21])[cH:14][c:15]([O:18][CH3:19])[cH:16][cH:17]1)[CH2:10]2. Reactants: CC1=NC2=CC(=CC=C2C=C1)Cl (2-methyl-7-chloroquinoline), C(C)(=O)OC(C)=O (acetic anhydride), C(C1=CC(C=O)=CC=C1)=O (isophthalaldehyde). Run in C=1(C(=CC=CC1)C)C (xylene). Product: ClC1=CC=C2C=CC(=NC2=C1)/C=C/C=1C=C(C=O)C=CC1 (3-(7-chloroquinol-2-yl-trans-ethenyl)benzaldehyde). The yield is 52.0%. RXN SMILES: [CH3:1][C:2]1[CH:11]=[CH:10][C:9]2[C:4](=[CH:5][C:6]([Cl:12])=[CH:7][CH:8]=2)[N:3]=1.C(OC(=O)C)(=O)C.[CH:20](=O)[C:21]1[CH:28]=[CH:27][CH:26]=[C:23]([CH:24]=[O:25])[CH:22]=1>C1(C)C(C)=CC=CC=1>[Cl:12][C:6]1[CH:5]=[C:4]2[C:9]([CH:10]=[CH:11][C:2](/[CH:1]=[CH:20]/[C:21]3[CH:22]=[C:23]([CH:26]=[CH:27][CH:28]=3)[CH:24]=[O:25])=[N:3]2)=[CH:8][CH:7]=1. Procedure: Starting with 6.56 g of 2-methyl-7-chloroquinoline, 10.4 ml of acetic anhydride and 4.95 g of isophthalaldehyde in 100 ml of xylene and using the procedure of Preparation Il, there was obtained 5.64 g of the desired product as a yellow solid.